Dataset: the Open Reaction Database (ORD), a public repository of structured organic reaction records. Task: describe an organic reaction: reactants, conditions, products, and yield Reactants: O1COC2=C1C=CC(=C2)C2(CC2)C(=O)NC=2C=C1CC(N(C1=CC2)C(CO)CO)C(C)(C)C (1-(Benzo[d][1,3]dioxol-5-yl)-N-(2-tert-butyl-1-(1,3-dihydroxypropan-2-yl)indolin-5-yl)cyclopropanecarboxamide), FC(C(=O)O)(F)F (trifluoracetic acid), ClC=1C(C(=C(C(C1Cl)=O)Cl)Cl)=O (2,3,5,6-tetrachlorocyclohexa-2,5-diene-1,4-dione). Solvent: C1(=CC=CC=C1)C (toluene). The product is O1COC2=C1C=CC(=C2)C2(CC2)C(=O)NC=2C=C1C=C(N(C1=CC2)C(CO)CO)C(C)(C)C (1-(benzo[d][1,3]dioxol-5-yl)-N-(2-tert-butyl-1-(1,3-dihydroxypropan-2-yl)-1H-indol-5-yl)cyclopropanecarbox amide). As a reaction SMILES: [O:1]1[C:5]2[CH:6]=[CH:7][C:8]([C:10]3([C:13]([NH:15][C:16]4[CH:17]=[C:18]5[C:22](=[CH:23][CH:24]=4)[N:21]([CH:25]([CH2:28][OH:29])[CH2:26][OH:27])[CH:20]([C:30]([CH3:33])([CH3:32])[CH3:31])[CH2:19]5)=[O:14])[CH2:12][CH2:11]3)=[CH:9][C:4]=2[O:3][CH2:2]1.FC(F)(F)C(O)=O.ClC1C(=O)C(Cl)=C(Cl)C(=O)C=1Cl>C1(C)C=CC=CC=1>[O:1]1[C:5]2[CH:6]=[CH:7][C:8]([C:10]3([C:13]([NH:15][C:16]4[CH:17]=[C:18]5[C:22](=[CH:23][CH:24]=4)[N:21]([CH:25]([CH2:26][OH:27])[CH2:28][OH:29])[C:20]([C:30]([CH3:33])([CH3:32])[CH3:31])=[CH:19]5)=[O:14])[CH2:12][CH2:11]3)=[CH:9][C:4]=2[O:3][CH2:2]1. Procedure: 1-(Benzo[d][1,3]dioxol-5-yl)-N-(2-tert-butyl-1-(1,3-dihydroxypropan-2-yl)indolin-5-yl)cyclopropanecarboxamide (40.3 mg, 0.0711 mmol as the trifluoracetic acid salt) was dissolved in toluene (1 mL). To the resulting solution was added 2,3,5,6-tetrachlorocyclohexa-2,5-diene-1,4-dione (35 mg, 0.14 mmol). The resulting suspension was heated at 100 CC in an oil bath for 10 minutes. The crude product was then evaporated to dryness, dissolved in a 1 mL of NA-dimethylformamide and purified by purified b... Starting materials: O=C1CCC(=O)N1Br, ClC(Cl)(Cl)Cl, CCOCC, CC(=O)C(=C1NCCCS1)[N+](=O)[O-]. Product: CC(=O)C(=C1SCCCN1Br)[N+](=O)[O-]. Reaction SMILES: [Br:14][N:15]1[C:16](=[O:17])[CH2:18][CH2:19][C:20]1=[O:21].[C:27]([Cl:28])([Cl:29])([Cl:30])[Cl:31].[CH2:22]([O:23][CH2:24][CH3:25])[CH3:26].[N+:1](=[O:2])([O-:3])[C:4]([C:5]([CH3:6])=[O:7])=[C:8]1[S:9][CH2:10][CH2:11][CH2:12][NH:13]1>>[N+:1](=[O:2])([O-:3])[C:4]([C:5]([CH3:6])=[O:7])=[C:8]1[S:9][CH2:10][CH2:11][CH2:12][N:13]1[Br:14]. Reactants: C[Si](C)(C)[N-][Si](C)(C)C.[Li+] (lithium bis(trimethylsilyl)amide), CN1C(=CC=C1)C(C)=O (1-(1-methylpyrrol-2-yl)-1-ethanone), resultant mixture, Cl.N(N)C=1C=CC(=NC1)OC (5-hydrazino-2-methoxypyridine hydrochloride), C(C(=O)OCC)(=O)OCC (Diethyl oxalate). Reaction SMILES: C[Si]([N-][Si](C)(C)C)(C)C.[Li+].[CH3:11][N:12]1[CH:16]=[CH:15][CH:14]=[C:13]1[C:17](=O)[CH3:18].[C:20](OCC)(=O)[C:21]([O:23]CC)=[O:22].Cl.[NH:31]([C:33]1[CH:34]=[CH:35][C:36]([O:39][CH3:40])=[N:37][CH:38]=1)[NH2:32]>O1CCCC1.C(O)(=O)C.C(O)C.C(N(CC)CC)C>[CH3:40][O:39][C:36]1[N:37]=[CH:38][C:33]([N:31]2[C:17]([C:13]3[N:12]([CH3:11])[CH:16]=[CH:15][CH:14]=3)=[CH:18][C:20]([C:21]([OH:23])=[O:22])=[N:32]2)=[CH:34][CH:35]=1 |f:0.1,4.5|. The product is COC1=CC=C(C=N1)N1N=C(C=C1C=1N(C=CC1)C)C(=O)O (1-(6-Methoxy-3-pyridyl)-5-(1-methylpyrrol-2-yl)pyrazole-3-carboxylic acid). Run in C(C)(=O)O (Acetic acid), O1CCCC1 (tetrahydrofuran), O1CCCC1 (tetrahydrofuran), C(C)N(CC)CC (triethylamine), C(C)O (ethanol). Procedure: Under cooling at −78° C., 1.0 M lithium bis(trimethylsilyl)amide in tetrahydrofuran (10.4 mL) was added to 1-(1-methylpyrrol-2-yl)-1-ethanone (1.19 mL) in tetrahydrofuran (10 mL), followed by stirring for 35 minutes. Diethyl oxalate (2.05 mL) was added to the reaction mixture, and the resultant mixture was gradually returned to room temperature, followed by stirring at room temperature for 2.5 hours. To the reaction mixture, triethylamine (1.64 mL), 5-hydrazino-2-methoxypyridine hydrochloride (2... Reaction conditions: temperature -78 celsius, time 35 minute. Starting materials: ClC=1C=C(C=CC1)C#CC1=NOC2(C1)CN(CC2)C(=O)N (3-[(3-Chlorophenyl)ethynyl]-1-oxa-2,7-diazaspiro[4.4]non-2-ene-7-carboxamide), CN=C=O (methylisocyanate), ClC=1C=C(C=CC1)C#CC1=NOC2(C1)CNCC2 (3-[(3-Chlorophenyl)ethynyl]-1-oxa-2,7-diazaspiro[4.4]non-2-ene), C(C)N(C(=O)Cl)CC (N,N-diethyl chloroformamide). Product: ClC=1C=C(C=CC1)C#CC=1CC2(ON1)CCN(CC2)C(=O)N(CC)CC (2-[2-(3-Chlorophenyl)ethynyl]-N,N-diethyl-4-oxa-3,8-diazaspiro[4.5]dec-2-ene-8-carboxamide). As a reaction SMILES: [Cl:1][C:2]1[CH:3]=[C:4]([C:8]#[C:9][C:10]2[CH2:14][C:13]3(CCN(C(N)=O)C3)[O:12][N:11]=2)[CH:5]=[CH:6][CH:7]=1.ClC1C=C(C#CC2C[C:34]3([CH2:39][CH2:38][NH:37][CH2:36]3)ON=2)C=CC=1.[CH2:40]([N:42]([CH2:46][CH3:47])[C:43](Cl)=[O:44])[CH3:41].CN=C=O>>[Cl:1][C:2]1[CH:3]=[C:4]([C:8]#[C:9][C:10]2[CH2:14][C:13]3([CH2:47][CH2:46][N:42]([C:43]([N:37]([CH2:38][CH3:39])[CH2:36][CH3:34])=[O:44])[CH2:40][CH2:41]3)[O:12][N:11]=2)[CH:5]=[CH:6][CH:7]=1. Procedure: The title compound was synthesized following the method herein described for the compound of Example 96 but replacing Compound 22c for Compound 27d and N,N-diethyl chloroformamide for methylisocyanate. After the usual work-up procedure the crude was purified by means of automated flash chromatography (Isolera®TM-Biotage; gradient Petroleum Ether-EtOAc from 8:2 to 6:4) giving the title compound. Yield: 47.1%. The reactants are FC(C1=NNC2=C1C=NC=C2)(F)F (3-(trifluoromethyl)-1H-pyrazolo[4,3-c]pyridine), BrCC(=O)NC1=C(C2=C(S1)CCCC2)C(=O)N (2-(2-bromoacetamido)-4,5,6,7-tetrahydrobenzo[b]thiophene-3-carboxamide), C([O-])([O-])=O.[K+].[K+] (potassium carbonate). The solvent is CN(C)C=O (DMF). Reaction conditions: temperature 60 celsius. The product is FC(C1=NN(C2=C1C=NC=C2)CC(=O)NC2=C(C1=C(S2)CCCC1)C(=O)N)(F)F (2-(2-(3-(Trifluoromethyl)-1H-pyrazolo[4,3-c]pyridin-1-yl)acetamido)-4,5,6,7-tetrahydrobenzo[b]thiophene-3-carboxamide). The yield is 4.7%. As a reaction SMILES: [F:1][C:2]([F:13])([F:12])[C:3]1[C:7]2[CH:8]=[N:9][CH:10]=[CH:11][C:6]=2[NH:5][N:4]=1.Br[CH2:15][C:16]([NH:18][C:19]1[S:23][C:22]2[CH2:24][CH2:25][CH2:26][CH2:27][C:21]=2[C:20]=1[C:28]([NH2:30])=[O:29])=[O:17].C(=O)([O-])[O-].[K+].[K+]>CN(C=O)C>[F:13][C:2]([F:1])([F:12])[C:3]1[C:7]2[CH:8]=[N:9][CH:10]=[CH:11][C:6]=2[N:5]([CH2:15][C:16]([NH:18][C:19]2[S:23][C:22]3[CH2:24][CH2:25][CH2:26][CH2:27][C:21]=3[C:20]=2[C:28]([NH2:30])=[O:29])=[O:17])[N:4]=1 |f:2.3.4|. Reported procedure: A mixture of 3-(trifluoromethyl)-1H-pyrazolo[4,3-c]pyridine (20 mg, 0.107 mmol), 2-(2-bromoacetamido)-4,5,6,7-tetrahydrobenzo[b]thiophene-3-carboxamide (33.9 mg, 0.107 mmol) and potassium carbonate (29.5 mg, 0.214 mmol) in DMF (0.5 mL) was heated to 60° C. and this temperature maintained for 2 h. The reaction mixture was allowed to cool to RT, and purified by preparative reverse phase HPLC to give a white solid (2.1 mg, 5 μmol, 4.6%). Reactants: O (water), [OH-].[Na+] (sodium hydroxide), O (water), [H-].[Al+3].[Li+].[H-].[H-].[H-] (lithium aluminum hydride), ice water, C1C(CC2=CC=CC=C12)CC(=O)OC (methyl (indan-2-yl)acetate). The solvent is O1CCCC1 (tetrahydrofuran), O1CCCC1 (tetrahydrofuran). Reaction conditions: time 1 hour. Yields the product C1C(CC2=CC=CC=C12)CCO (2-(Indan-2-yl)ethanol). The yield is 100.0%. As a reaction SMILES: [H-].[Al+3].[Li+].[H-].[H-].[H-].[CH2:7]1[C:15]2[C:10](=[CH:11][CH:12]=[CH:13][CH:14]=2)[CH2:9][CH:8]1[CH2:16][C:17](OC)=[O:18].O.[OH-].[Na+]>O1CCCC1>[CH2:9]1[C:10]2[C:15](=[CH:14][CH:13]=[CH:12][CH:11]=2)[CH2:7][CH:8]1[CH2:16][CH2:17][OH:18] |f:0.1.2.3.4.5,8.9|. Reported procedure: Suspended in 100 ml of tetrahydrofuran were 1.02 g (26.8 mmol) of lithium aluminum hydride, and a solution of 5.06 g (26.6 mmol) of methyl (indan-2-yl)acetate in 10 ml of tetrahydrofuran was added dropwise to the suspension while chilling with ice water. After the addition, the mixture was stirred for 1 hour, and 1 ml of water, 1 ml of 15% sodium hydroxide and 3 ml of water were successively added dropwise to the mixture to decompose excess of the reducing agent. Solids were separated by filtrat... Starting materials: C1=CCCC=CCC1 (1,5-cyclooctadiene), C1=CC=CC1 (cyclopentadiene), II. Yields the product CCCCC=CCCCCC=CC (trideca-5,11-diene). As a reaction SMILES: [CH:1]1[CH2:8][CH2:7][CH:6]=[CH:5][CH2:4][CH2:3][CH:2]=1.[CH:9]1[CH2:13][CH:12]=[CH:11][CH:10]=1>>[CH3:11][CH2:10][CH2:9][CH2:13][CH:12]=[CH:1][CH2:8][CH2:7][CH2:6][CH2:5][CH:4]=[CH:3][CH3:2]. Procedure details: TTD is prepared by reacting 1,5-cyclooctadiene with cyclopentadiene according to reaction II as follows: ##STR12## Reactants: O.[OH-].[Li+] (Lithium hydroxide monohydrate), ClC=1C=C(OC2(CCC2)C(=O)OCC)C=CC1 (ethyl 1-(3-chlorophenoxy)cyclobutanecarboxylate). Run in O1CCCC1 (tetrahydrofuran), O (water). Reaction conditions: temperature 55 celsius, time 8 hour. Yields the product ClC=1C=C(OC2(CCC2)C(=O)O)C=CC1 (1-(3-Chlorophenoxy)cyclobutanecarboxylic acid). As a reaction SMILES: O.[OH-].[Li+].[Cl:4][C:5]1[CH:6]=[C:7]([CH:18]=[CH:19][CH:20]=1)[O:8][C:9]1([C:13]([O:15]CC)=[O:14])[CH2:12][CH2:11][CH2:10]1>O1CCCC1.O>[Cl:4][C:5]1[CH:6]=[C:7]([CH:18]=[CH:19][CH:20]=1)[O:8][C:9]1([C:13]([OH:15])=[O:14])[CH2:12][CH2:11][CH2:10]1 |f:0.1.2|. Procedure: Lithium hydroxide monohydrate (1.7 g, 40.3 mmol) was added to a suspension of Example 15A (4.7 g, 13.4 mmol) in tetrahydrofuran (320 mL) and water (160 mL) at room temperature. The reaction mixture was stirred at 55° C. overnight. The reaction was concentrated under reduced pressure to remove tetrahydrofuran, acidified to pH˜3 by adding aqueous 1 M HCl while cooling. The precipitate was collected by filtration and dried in a dessicator containing KOH overnight. Recrystallization from heptane aff...